Dataset: the Open Reaction Database (ORD), a public repository of structured organic reaction records. Task: describe an organic reaction: reactants, conditions, products, and yield As a reaction SMILES: [CH2:1]([O:3][CH:4]([O:16][CH2:17][CH3:18])[CH2:5][CH2:6][C:7]1[C:12](=[O:13])[NH:11][C:10]([NH2:14])=[N:9][C:8]=1[NH2:15])[CH3:2].C(O[C:23](=[O:25])[CH3:24])(=O)C>N1C=CC=CC=1>[CH2:1]([O:3][CH:4]([O:16][CH2:17][CH3:18])[CH2:5][CH2:6][C:7]1[C:12](=[O:13])[NH:11][C:10]([NH:14][C:1](=[O:3])[CH3:2])=[N:9][C:8]=1[N:15]([C:23](=[O:25])[CH3:24])[C:12](=[O:13])[CH3:7])[CH3:2]. The reactants are C(C)OC(CCC1=C(N=C(NC1=O)N)N)OCC (3-(2,4-diamino-1,6-dihydro-6-oxo-5-pyrimidinyl)propionaldehyde diethyl acetal), C(C)(=O)OC(C)=O (acetic anhydride), diacetyl and triacetyl pyrimidinone. Run at time 8 hour. Procedure: A stirred mixture of 7.20 g (28.1 mmol) of 3-(2,4-diamino-1,6-dihydro-6-oxo-5-pyrimidinyl)propionaldehyde diethyl acetal, 30 ml of dry pyridine and 30 ml of freshly distilled acetic anhydride was heated on an oil bath at 90° for 6 hours and then stirred at ambient temperature overnight. Solution occurred within 15 minutes as a mixture of diacetyl and triacetyl pyrimidinone formed; extended reaction was required to obtain only the title compound. The solution was spin evaporated in vacuo to give ... Yields the product C(C)OC(CCC1=C(N=C(NC1=O)NC(C)=O)N(C(C)=O)C(C)=O)OCC (3-(2-acetylamino-4-diacetylamino-1,6-dihydro-6-oxo-5-pyrimidinyl) propionaldehyde diethyl acetal). The solvent is N1=CC=CC=C1 (pyridine). Starting materials: Cc1c(C(=O)O)cnn1-c1ccc(Cl)cc1, N#Cc1cc(N)ccc1N1CCN(c2ccc(Cl)cc2)CC1. Yields the product Cc1c(C(=O)Nc2ccc(N3CCN(c4ccc(Cl)cc4)CC3)c(C#N)c2)cnn1-c1ccc(Cl)cc1. RXN SMILES: [Cl:1][c:2]1[cH:3][cH:4][c:5](-[n:8]2[n:9][cH:10][c:11]([C:14](=[O:15])[OH:16])[c:12]2[CH3:13])[cH:6][cH:7]1.[NH2:17][c:18]1[cH:19][cH:20][c:21]([N:26]2[CH2:27][CH2:28][N:29]([c:32]3[cH:33][cH:34][c:35]([Cl:38])[cH:36][cH:37]3)[CH2:30][CH2:31]2)[c:22]([C:23]#[N:24])[cH:25]1>>[Cl:1][c:2]1[cH:3][cH:4][c:5](-[n:8]2[n:9][cH:10][c:11]([C:14](=[O:16])[NH:17][c:18]3[cH:19][cH:20][c:21]([N:26]4[CH2:27][CH2:28][N:29]([c:32]5[cH:33][cH:34][c:35]([Cl:38])[cH:36][cH:37]5)[CH2:30][CH2:31]4)[c:22]([C:23]#[N:24])[cH:25]3)[c:12]2[CH3:13])[cH:6][cH:7]1. Reactants: C(CCCCCCCCC)O (1-decanol), S(=O)(=O)(C)Cl (mesyl chloride). Solvent: CCCCCC (n-hexane), N1=C(C=C(C=C1C)C)C (collidine). Run at time 1.5 hour. Yields the product CS(=O)(=O)OCCCCCCCCCC (decyl methylsulfonate). Reaction SMILES: [CH2:1]([OH:11])[CH2:2][CH2:3][CH2:4][CH2:5][CH2:6][CH2:7][CH2:8][CH2:9][CH3:10].[S:12](Cl)([CH3:15])(=[O:14])=[O:13]>N1C(C)=CC(C)=CC=1C.CCCCCC>[CH3:15][S:12]([O:11][CH2:1][CH2:2][CH2:3][CH2:4][CH2:5][CH2:6][CH2:7][CH2:8][CH2:9][CH3:10])(=[O:14])=[O:13]. Reported procedure: To a cooled solution of 158.3 grams of 1-decanol in 1.0 liter of collidine is added dropwise 126 grams of mesyl chloride. The resulting mixture is stirred at room temperature for 1.5 hours and then poured onto ice. The reaction mixture is extracted with ether and the ether extracts are washed with 10% hydrochloric acid. The ether extracts are combined, dried over anhydrous sodium sulfate, and the solvent removed under reduced pressure to leave an oil which solidifies upon cooling. The oil is dis... Starting materials: CC(C)(C)OC(=O)CCC(NC(=O)c1ccc(Nc2ncccn2)cc1)C(N)=O, CC(Cl)Cl, O=C(O)C(F)(F)F. Yields the product NC(=O)C(CCC(=O)O)NC(=O)c1ccc(Nc2ncccn2)cc1. RXN SMILES: [C:1]([CH3:2])([CH3:3])([CH3:4])[O:5][C:6]([CH2:7][CH2:8][CH:9]([NH:10][C:11]([c:12]1[cH:13][cH:14][c:15]([NH:18][c:19]2[n:20][cH:21][cH:22][cH:23][n:24]2)[cH:16][cH:17]1)=[O:25])[C:26]([NH2:27])=[O:28])=[O:29].[Cl:37][CH:38]([Cl:39])[CH3:40].[F:30][C:31]([F:32])([F:33])[C:34]([OH:35])=[O:36]>>[O:5]=[C:6]([CH2:7][CH2:8][CH:9]([NH:10][C:11]([c:12]1[cH:13][cH:14][c:15]([NH:18][c:19]2[n:20][cH:21][cH:22][cH:23][n:24]2)[cH:16][cH:17]1)=[O:25])[C:26]([NH2:27])=[O:28])[OH:29]. Reactants: C[Si](C)(C)[N-][Si](C)(C)C.[K+] (KHMDS), diethyl benzyl phosphonate, C(C1=CC=CC=C1)N1CC(OCC1)C(=O)C1=CC=CC=C1 (racemic (4-benzyl-morpholin-2-yl)-phenyl-methanone). Run at time 30 minute. Yields the product C(C1=CC=CC=C1)N1CC(OCC1)C(=CC1=CC=CC=C1)C1=CC=CC=C1 (4-Benzyl-2-(1,2-diphenyl-vinyl)-morpholine). As a reaction SMILES: C[Si]([N-][Si](C)(C)C)(C)C.[K+].[CH2:11]([N:18]1[CH2:23][CH2:22][O:21][CH:20]([C:24]([C:26]2[CH:31]=[CH:30][CH:29]=[CH:28][CH:27]=2)=O)[CH2:19]1)[C:12]1[CH:17]=[CH:16][CH:15]=[CH:14][CH:13]=1>>[CH2:11]([N:18]1[CH2:23][CH2:22][O:21][CH:20]([C:24]([C:26]2[CH:31]=[CH:30][CH:29]=[CH:28][CH:27]=2)=[CH:11][C:12]2[CH:17]=[CH:16][CH:15]=[CH:14][CH:13]=2)[CH2:19]1)[C:12]1[CH:17]=[CH:16][CH:15]=[CH:14][CH:13]=1 |f:0.1|. Procedure: To a cooled solution of KHMDS (0.5M in toluene, 40 ml, 20 mmol) at 0° C. under nitrogen is added diethyl benzyl phosphonate (available from Aldrich Chemical Company) (4. 1 ml, 19.7 mmol). The reaction is held at this temperature and stirred for 30 minutes then warmed to room temperature and after 10 minutes a solution of racemic (4-benzyl-morpholin-2-yl)-phenyl-methanone (5.03 g, 17.9 mmol in 25 ml of dry tetrahydrofuran) is added dropwise and the reaction allowed to stir for 30 minutes. At the ... Reactants: Brc1sc2cc(OCc3ccccc3)ccc2c1Oc1ccc(OCCN2CCCCC2)cc1, CC1(C)OB(c2ccc(S(=O)(=O)C(F)(F)F)cc2)OC1(C)C, CC#N, C1CCC(P(C2CCCCC2)C2CCCCC2)CC1, [Cs+], [F-], CC(=O)[O-], CC(=O)[O-], [Pd+2]. Product: O=S(=O)(c1ccc(-c2sc3cc(OCc4ccccc4)ccc3c2Oc2ccc(OCCN3CCCCC3)cc2)cc1)C(F)(F)F. As a reaction SMILES: [CH2:20]([c:21]1[cH:22][cH:23][cH:24][cH:25][cH:26]1)[O:27][c:28]1[cH:29][cH:30][c:31]2[c:32]([s:33][c:34]([Br:52])[c:35]2[O:36][c:37]2[cH:38][cH:39][c:40]([O:41][CH2:42][CH2:43][N:44]3[CH2:45][CH2:46][CH2:47][CH2:48][CH2:49]3)[cH:50][cH:51]2)[cH:53]1.[CH3:54][C:55]1([CH3:56])[C:57]([CH3:58])([CH3:59])[O:60][B:61]([c:62]2[cH:63][cH:64][c:65]([S:68](=[O:69])(=[O:70])[C:71]([F:72])([F:73])[F:74])[cH:66][cH:67]2)[O:75]1.[CH3:78][C:79]#[N:80].[CH:1]1([P:2]([CH:3]2[CH2:4][CH2:5][CH2:6][CH2:7][CH2:8]2)[CH:9]2[CH2:10][CH2:11][CH2:12][CH2:13][CH2:14]2)[CH2:15][CH2:16][CH2:17][CH2:18][CH2:19]1.[Cs+:77].[F-:76].[O-:82][C:83]([CH3:84])=[O:85].[O-:86][C:87]([CH3:88])=[O:89].[Pd+2:81]>>[CH2:20]([c:21]1[cH:22][cH:23][cH:24][cH:25][cH:26]1)[O:27][c:28]1[cH:29][cH:30][c:31]2[c:32]([s:33][c:34](-[c:62]3[cH:63][cH:64][c:65]([S:68](=[O:69])(=[O:70])[C:71]([F:72])([F:73])[F:74])[cH:66][cH:67]3)[c:35]2[O:36][c:37]2[cH:38][cH:39][c:40]([O:41][CH2:42][CH2:43][N:44]3[CH2:45][CH2:46][CH2:47][CH2:48][CH2:49]3)[cH:50][cH:51]2)[cH:53]1.